Dataset: the Open Reaction Database (ORD), a public repository of structured organic reaction records. Task: describe an organic reaction: reactants, conditions, products, and yield Reactants: [H-].[Na+] (sodium hydride), FC1=C(C=CC(=C1)F)C(C(SCCOC)(F)F)(CN1N=CN=C1)O (2-(2,4-difluorophenyl)-1,1-difluoro-1-[(2-methoxyethyl)thio]-3-(1H-1,2,4-triazol-1-yl)-2-propanol), O (Water), CI (methyl iodide). The solvent is CN(C=O)C (N,N-dimethylformamide). Run at time 30 minute. Yields the product FC1=C(C=CC(=C1)F)C(CN1N=CN=C1)(C(SCCOC)(F)F)OC (1-{2-(2,4-difluorophenyl)-3,3-difluoro-2-methoxy-3-[(2-methoxyethyl)thio]propyl}-1H-1,2,4-triazole). The yield is 86.0%. RXN SMILES: [H-].[Na+].[F:3][C:4]1[CH:9]=[C:8]([F:10])[CH:7]=[CH:6][C:5]=1[C:11]([OH:26])([CH2:20][N:21]1[CH:25]=[N:24][CH:23]=[N:22]1)[C:12]([F:19])([F:18])[S:13][CH2:14][CH2:15][O:16][CH3:17].[CH3:27]I.O>CN(C)C=O>[F:3][C:4]1[CH:9]=[C:8]([F:10])[CH:7]=[CH:6][C:5]=1[C:11]([O:26][CH3:27])([C:12]([F:18])([F:19])[S:13][CH2:14][CH2:15][O:16][CH3:17])[CH2:20][N:21]1[CH:25]=[N:24][CH:23]=[N:22]1 |f:0.1|. Reported procedure: To a solution of 60% sodium hydride (131 mg, 3.29 mmol) in N,N-dimethylformamide (50 ml), 2-(2,4-difluorophenyl)-1,1-difluoro-1-[(2-methoxyethyl)thio]-3-(1H-1,2,4-triazol-1-yl)-2-propanol (1.0 g, 2.74 mmol) was added dropwise under ice cooling. The resulting mixture was stirred at room temperature for 30 minutes. To the reaction mixture, methyl iodide (516 mg, 3.56 mmol) was added dropwise under ice cooling and the resulting mixture was stirred at room temperature for one hour. Water was added t... Reaction conditions: time 30 minute. The solvent is C1CCOC1 (THF), C1CCOC1 (THF), C1CCOC1 (THF). Starting materials: C1(CCCC2=CC=CC=C12)N (1,2,3,4-tetrahydro-1-naphthylamine), CC1(OC2=CC=C(C=C2C=C1)CC(=O)O)C (2,2-dimethyl-2H-chromen-6-yl acetic acid), 1,1-carbonyldiimidazole. Yields the product CC1(OC2=CC=C(C=C2C=C1)CC(=O)NC1CCCC2=CC=CC=C12)C (2-(2,2-dimethyl-2H-chromen-6-yl)-N-1,2,3,4-tetrahydronaphth-1-yl acetamide). Reaction SMILES: [CH3:1][C:2]1([CH3:16])[CH:11]=[CH:10][C:9]2[C:4](=[CH:5][CH:6]=[C:7]([CH2:12][C:13]([OH:15])=O)[CH:8]=2)[O:3]1.[CH:17]1([NH2:27])[C:26]2[C:21](=[CH:22][CH:23]=[CH:24][CH:25]=2)[CH2:20][CH2:19][CH2:18]1>C1COCC1>[CH3:16][C:2]1([CH3:1])[CH:11]=[CH:10][C:9]2[C:4](=[CH:5][CH:6]=[C:7]([CH2:12][C:13]([NH:27][CH:17]3[C:26]4[C:21](=[CH:22][CH:23]=[CH:24][CH:25]=4)[CH2:20][CH2:19][CH2:18]3)=[O:15])[CH:8]=2)[O:3]1. Procedure: 9.6 g 1,1-carbonyldiimidazole (=CDl) dissolved in 85 ml THF was slowly added to a solution of 11.7 g of the 2,2-dimethyl-2H-chromen-6-yl acetic acid obtained above in 100 ml THF and stirred for 30 min. at room temperature. 8.8 ml 1,2,3,4-tetrahydro-1-naphthylamine, dissolved in 30 ml THF, was dropped slowly into this receiving solution, the resulting mixture was stirred for 1 hour and left to stand overnight at room temperature. The solvent was largely evaporated at reduced pressure, and the rem... The reactants are ClC1=CC=C(C=C1)C(C#CC(=O)OC)(CC)N1C=CC2=C(C=CC=C12)N(S(=O)(=O)C)COCC[Si](C)(C)C (methyl 4-(4-chlorophenyl)-4-(4-(N-((2-(trimethylsilyl)ethoxy)methyl) methyl sulfonamido)-1H-indol-1-yl)hex-2-ynoate), O (H2O), [Li+].[OH-] (LiOH). The solvent is CO (MeOH). Reaction conditions: time 8 hour. Product: ClC1=CC=C(C=C1)C(C#CC(=O)O)(CC)N1C=CC2=C(C=CC=C12)N(S(=O)(=O)C)COCC[Si](C)(C)C (4-(4-chlorophenyl)-4-(4-(N-((2-(trimethylsilyl)ethoxy)methyl)methylsulfonamido)-1H-indol-1-yl)hex-2-ynoic acid). As a reaction SMILES: [Cl:1][C:2]1[CH:7]=[CH:6][C:5]([C:8]([N:17]2[C:25]3[C:20](=[C:21]([N:26]([CH2:31][O:32][CH2:33][CH2:34][Si:35]([CH3:38])([CH3:37])[CH3:36])[S:27]([CH3:30])(=[O:29])=[O:28])[CH:22]=[CH:23][CH:24]=3)[CH:19]=[CH:18]2)([CH2:15][CH3:16])[C:9]#[C:10][C:11]([O:13]C)=[O:12])=[CH:4][CH:3]=1.O.[Li+].[OH-]>CO>[Cl:1][C:2]1[CH:7]=[CH:6][C:5]([C:8]([N:17]2[C:25]3[C:20](=[C:21]([N:26]([CH2:31][O:32][CH2:33][CH2:34][Si:35]([CH3:38])([CH3:36])[CH3:37])[S:27]([CH3:30])(=[O:29])=[O:28])[CH:22]=[CH:23][CH:24]=3)[CH:19]=[CH:18]2)([CH2:15][CH3:16])[C:9]#[C:10][C:11]([OH:13])=[O:12])=[CH:4][CH:3]=1 |f:2.3|. Procedure: To a solution of the compound from step A (100 mg, 0.17 mmol, enantiomer A) in MeOH (5 mL) was added H2O (1 mL), LiOH (72 mg, 1.7 mmol). The mixture was stirred at RT overnight. After removing the organic solvent, the residue was dissolved with H2O (5 mL) and adjusted to pH=4 with 1M HCl, then extracted with ethyl acetate, and washed with brine (20 mL), dried over dry sodium sulfate, then filtered. The solvent was evaporated to give the title compound. LC/MS m/z=583.0 [M+Na]+. The reactants are precipitate, COC1=C2N=C(C=3N(C2=CC(=C1)OC)C(=NC3C)C3=C(C=CC=C3)C)C (6,8-Dimethoxy-3,4-dimethyl-1-(2-methylphenyl)-imidazo[1,5-a]quinoxaline), B(Br)(Br)Br (BBr3), C([O-])([O-])=O.[K+].[K+] (potassium carbonate). Run in ice, ClCCl (dichloromethane). Procedure: 0.3 g 6,8-Dimethoxy-3,4-dimethyl-1-(2-methylphenyl)-imidazo[1,5-a]quinoxaline, 30 mL dichloromethane and 5 mL BBr3 were heated in a closed vessel for 3 hours at 130° C. After cooling the suspension was given in 250 mL ice-cooled aqueous potassium carbonate solution. After stirring for 30 min at pH 7-9 the precipitate was filtered off, washed with water and purified with silica gel, dichloromethane/methanol 9/1. The product is OC1=C2N=C(C=3N(C2=CC(=C1)O)C(=NC3C)C3=C(C=CC=C3)C)C (6,8-Dihydroxy-3,4-dimethyl-1-(2-methylphenyl)-imidazo[1,5-a]quinoxaline). RXN SMILES: C[O:2][C:3]1[CH:12]=[C:11]([O:13]C)[CH:10]=[C:9]2[C:4]=1[N:5]=[C:6]([CH3:26])[C:7]1[N:8]2[C:15]([C:19]2[CH:24]=[CH:23][CH:22]=[CH:21][C:20]=2[CH3:25])=[N:16][C:17]=1[CH3:18].B(Br)(Br)Br.C(=O)([O-])[O-].[K+].[K+]>ClCCl>[OH:2][C:3]1[CH:12]=[C:11]([OH:13])[CH:10]=[C:9]2[C:4]=1[N:5]=[C:6]([CH3:26])[C:7]1[N:8]2[C:15]([C:19]2[CH:24]=[CH:23][CH:22]=[CH:21][C:20]=2[CH3:25])=[N:16][C:17]=1[CH3:18] |f:2.3.4|. The reactants are C(C(=O)OCC)(=O)OCC (diethyl oxalate), NC=1C=C(C#N)C=CC1N (3,4-diaminobenzonitrile). Run in C(C)(=O)O (acetic acid). The product is C(#N)C=1C=C2NC(C(NC2=CC1)=O)=O (6-Cyano-1,4-dihydro-2,3-quinoxalinedione), fine white crystals. RXN SMILES: [C:1]([O:8]CC)(=O)[C:2]([O:4]CC)=O.[NH2:11][C:12]1[CH:13]=[C:14]([CH:17]=[CH:18][C:19]=1[NH2:20])[C:15]#[N:16]>C(O)(=O)C>[C:15]([C:14]1[CH:13]=[C:12]2[C:19](=[CH:18][CH:17]=1)[NH:20][C:1](=[O:8])[C:2](=[O:4])[NH:11]2)#[N:16]. Procedure: The title compound was prepared using an adaptation of the method of Cheeseman. (Cheeseman, G. W. H. J. Chem. Soc. 1171 (1962)). A mixture of diethyl oxalate (3.90 g, 27.6 mmol) and 3,4-diaminobenzonitrile (275 mg, 2.06 mmol) was heated to reflux under N2 for 2 h. The reaction was allowed to cool to room temperature and the solid collected by vacuum filtration and rinsed with EtOH. The yellow brown solid was air dried to yield 156.6 mg (40.8%) which was >98% pure by 1H NMR. An analytically pure ... Reactants: N1(C=NC=C1)CC=1N=C(OC1)C1=CC=C(C=C1)O (4-(4-imidazol-1-ylmethyl-oxazol-2-yl)-phenol), C([O-])([O-])=O.[Cs+].[Cs+] (cesium carbonate), ClCC=1N=C(OC1)C=CC1=CC=C(C=C1)SC(F)(F)F (4-chloromethyl-2-[2-(4-trifluoromethylsulfanyl-phenyl)-vinyl]-oxazole), [I-].[K+] (potassium iodide). Run in CC(CC)=O (butanone). Reaction conditions: temperature 60 celsius, time 30 minute. The product is FC(F)(F)SC1=CC=C(C=C1)/C=C/C=1OC=C(N1)COC1=CC=C(C=C1)C=1OC=C(N1)CN1C=NC=C1 (1-[2-(4-{2-[(E)-2-(−4-Trifluoromethylsulfanyl-phenyl)-vinyl]-oxazol-4-ylmethoxy}-phenyl)-oxazol-4-ylmethyl]-1H-imidazole). The yield is 41.9%. As a reaction SMILES: [N:1]1([CH2:6][C:7]2[N:8]=[C:9]([C:12]3[CH:17]=[CH:16][C:15]([OH:18])=[CH:14][CH:13]=3)[O:10][CH:11]=2)[CH:5]=[CH:4][N:3]=[CH:2]1.C(=O)([O-])[O-].[Cs+].[Cs+].Cl[CH2:26][C:27]1[N:28]=[C:29]([CH:32]=[CH:33][C:34]2[CH:39]=[CH:38][C:37]([S:40][C:41]([F:44])([F:43])[F:42])=[CH:36][CH:35]=2)[O:30][CH:31]=1.[I-].[K+]>CC(=O)CC>[F:44][C:41]([S:40][C:37]1[CH:38]=[CH:39][C:34](/[CH:33]=[CH:32]/[C:29]2[O:30][CH:31]=[C:27]([CH2:26][O:18][C:15]3[CH:16]=[CH:17][C:12]([C:9]4[O:10][CH:11]=[C:7]([CH2:6][N:1]5[CH:5]=[CH:4][N:3]=[CH:2]5)[N:8]=4)=[CH:13][CH:14]=3)[N:28]=2)=[CH:35][CH:36]=1)([F:42])[F:43] |f:1.2.3,5.6|. Procedure details: A mixture of 0.121 g (0.50 mmol) 4-(4-imidazol-1-ylmethyl-oxazol-2-yl)-phenol and 0.10 g (0.30 mmol) cesium carbonate in 10 ml butanone was stirred at 60° C. for 30 min, then 0.160 g (0.50 mmol) 4-chloromethyl-2-[2-(4-trifluoromethylsulfanyl-phenyl)-vinyl]-oxazole and 0.083 g (0.50 mmol) potassium iodide were added and stirring at 60° C. continued over night. After evaporation, 15 ml water was added and the mixture extracted with two portions of 15 ml ethyl acetate. The combined organic layers w... The reactants are COC1=CC=C(CNC2=NC=CC=C2C(F)(F)F)C=C1 ((4-methoxy-benzyl)-(3-trifluoromethyl-pyridin-2-yl)-amine), [OH-].[Na+] (NaOH). Run in OS(=O)(=O)O (H2SO4). Conditions: time 30 minute. Product: FC(C=1C(=NC=CC1)N)(F)F (3-Trifluoromethyl-pyridin-2-ylamine). Yield: 91.9%. As a reaction SMILES: COC1C=CC(C[NH:8][C:9]2[C:14]([C:15]([F:18])([F:17])[F:16])=[CH:13][CH:12]=[CH:11][N:10]=2)=CC=1.[OH-].[Na+]>OS(O)(=O)=O>[F:18][C:15]([F:16])([F:17])[C:14]1[C:9]([NH2:8])=[N:10][CH:11]=[CH:12][CH:13]=1 |f:1.2|. Reported procedure: To conc. H2SO4 (230 mL) at 5° C. was dropwise added (4-methoxy-benzyl)-(3-trifluoromethyl-pyridin-2-yl)-amine (83.76 g, 297 mmol) keeping the internal temperature below 20° C. Stirring was continued at 23° C. for 30 min, poured onto ice, made alkaline with 32% NaOH-sol. (ca. 800 mL) [external ice cooling necessary!!!], saturated with solid NaCl, extracted twice with THF/TBME/DCM, dried over Na2SO4. Removal of the solvent in vacuum gave the product as a white solid (44.27 g, 92%). MS (ISP) 163.2 ...